This data is from the Open Reaction Database (ORD), a public repository of structured organic reaction records. The task is: describe an organic reaction: reactants, conditions, products, and yield Reactants: C1=CC2=C(C=C1O)C(=CN2)CCN (Serotonin), endorphins, C=1N=C(C2=C(N1)N(C=N2)[C@H]3[C@@H]([C@H]4[C@H](O3)COP(=O)(O4)O)O)N (cAMP), C=1N=C(C2=C(N1)N(C=N2)[C@H]3[C@@H]([C@H]4[C@H](O3)COP(=O)(O4)O)O)N (cAMP), endorphins, C=1N=C(C2=C(N1)N(C=N2)[C@H]3[C@@H]([C@H]4[C@H](O3)COP(=O)(O4)O)O)N (cAMP), alcohol. The product is NCCC1=CC(O)=C(O)C=C1 (Dopamine). As a reaction SMILES: C1N=C(N)C2N=CN([C@@H]3[O:14][C@@H]4COP(O)(O[C@H]4[C@H]3O)=O)C=2N=1.[CH:23]1[C:28]([OH:29])=[CH:27][C:26]2[C:30](CCN)=[CH:31][NH:32][C:25]=2[CH:24]=1>>[NH2:32][CH2:31][CH2:30][C:26]1[CH:25]=[CH:24][C:23]([OH:14])=[C:28]([OH:29])[CH:27]=1. Reported procedure: Normal homeostasis maintains an adaptive balance between the Excitatory and Inhibitory Modes in the Bimodally-Acting Opioid Receptors. In the absence of injury or stress, Opioid Receptors are generally in the Inhibitory Mode. Normal levels of Endogenous Opioids, (i.e., endorphins), are homeostatically maintained, producing a generally positive Hedonic Tone, including a sense of calm and well being Normal Acute Pain Acute injury or stress triggers Acute Reflexive Pain Signals mediated by non-opio...